Dataset: the Open Reaction Database (ORD), a public repository of structured organic reaction records. Task: describe an organic reaction: reactants, conditions, products, and yield The reactants are COC=1C=C2C(NC=NC2=CC1OC)=O (6,7-dimethoxy-4(3H)-quinazolinone), COC1=C2C(=NC(NC2=CC=C1)=O)OC (dimethoxyquinazolinone), Br (HBr), N (NH3). Run at temperature 100 celsius. The product is OC=1C=C2C(NC=NC2=CC1O)=O (6,7-dihydroxy-4(3H)-quinazolinone). The yield is 84.0%. As a reaction SMILES: C[O:2][C:3]1[CH:4]=[C:5]2[C:10](=[CH:11][C:12]=1[O:13]C)[N:9]=[CH:8][NH:7][C:6]2=[O:15].COC1C=CC=C2C=1C(OC)=NC(=O)N2.Br.N>>[OH:2][C:3]1[CH:4]=[C:5]2[C:10](=[CH:11][C:12]=1[OH:13])[N:9]=[CH:8][NH:7][C:6]2=[O:15]. Procedure details: To 6,7-dimethoxy-4(3H)-quinazolinone, 10 (3.0 g, 14.5 mmol) was added 48% HBr (36 mL) and the solution was heated to reflux at 100° C. for 12 h. The reaction mixture was cooled to room temperature and the solids were filtered. The solid obtained was neutralized with aq. NH3 (pH=8) and the solution was filtered and washed with water and dried to give 6,7-dihydroxy-4(3H)-quinazolinone, 11 as a off-white crystalline solid (2.20 g, 84%). The reactants are BrC1=CN=CC2=CC=CC=C12 (4-bromoisoquinoline), C(#C)C1=CC=C(C=C1)OC (1-ethynyl-4-methoxybenzene). Reaction conditions: time 4 hour. Product: COC1=CC=C(C=C1)C#CC1=CN=CC2=CC=CC=C12 (4-(2-(4-methoxyphenyl)ethynyl)isoquinoline). Isolated yield 58.7%. Reaction SMILES: Br[C:2]1[C:11]2[C:6](=[CH:7][CH:8]=[CH:9][CH:10]=2)[CH:5]=[N:4][CH:3]=1.[C:12]([C:14]1[CH:19]=[CH:18][C:17]([O:20][CH3:21])=[CH:16][CH:15]=1)#[CH:13]>>[CH3:21][O:20][C:17]1[CH:18]=[CH:19][C:14]([C:12]#[C:13][C:2]2[C:11]3[C:6](=[CH:7][CH:8]=[CH:9][CH:10]=3)[CH:5]=[N:4][CH:3]=2)=[CH:15][CH:16]=1. Procedure details: According to Scheme 29 Step 1: The title compound was prepared from 4-bromoisoquinoline (1 eq, 5.30 mmol, 1.10 g) and 1-ethynyl-4-methoxybenzene (1 eq, 5.30 mmol, 0.70 g) according to the procedure described for Example 13 Step 1. Reaction conditions: 70° C. for 4 hours. The crude product was purified by silica gel chromatography (AIT Flashsmart prepacked column SiO2, cyclohexane/AcOEt 90/10 to 80/20) to afford 4-(2-(4-methoxyphenyl)ethynyl)isoquinoline (3.11 mmol, 0.81 g, 59%) as a white solid. Starting materials: C(=O)(OC)C1=C(N(C(C)=O)C(C)=O)C=CC(=C1OC)OC (2-carbomethoxy-N,N-diacetyl-3,4-dimethoxyaniline), [OH-].[Na+] (NaOH), C (Darco). The solvent is C(C)(=O)O (acetic acid). Yields the product COC1=CC=C(C(C(=O)O)=C1OC)N (5,6-Dimethoxyanthranilic acid). Isolated yield 60.1%. RXN SMILES: [C:1]([C:5]1[C:17]([O:18][CH3:19])=[C:16]([O:20][CH3:21])[CH:15]=[CH:14][C:6]=1[N:7](C(=O)C)C(=O)C)([O:3]C)=[O:2].[OH-].[Na+].C>C(O)(=O)C>[CH3:21][O:20][C:16]1[C:17]([O:18][CH3:19])=[C:5]([C:1]([OH:3])=[O:2])[C:6]([NH2:7])=[CH:14][CH:15]=1 |f:1.2|. Procedure: A mixture of 36.8 g (130 mmol) of 2-carbomethoxy-N,N-diacetyl-3,4-dimethoxyaniline and 500 mL of 2N NaOH was prepared and heated to reflux to obtain a clear brown solution. After refluxing for 5 hours, the reaction mixture was treated with Darco and filtered through a Hyflo bed to give a clear yellow solution. Glacial acetic acid (65 mL) was added and the reaction mixture was extracted with 2×500 mL of methylene chloride. Drying over sodium sulfate and rotary evaporation gave 19.5 g (76%) of cru... The reactants are N (ammonia), C(C)(=O)C=1C=CC(=C(C1)S(=O)(=O)Cl)C (5-acetyl-2-methylbenzenesulfonyl chloride), O1CCCC1 (tetrahydrofuran), O (water), O1CCCC1 (tetrahydrofuran). Yields the product C(C)(=O)C=1C=C(C(=C(C1)S(=O)(=O)N)C)C (5-acetyl-2-methylmethylbenzenesulfonamide). Isolated yield 95.0%. Reaction SMILES: [C:1]([C:4]1[CH:5]=[CH:6][C:7]([CH3:14])=[C:8]([S:10](Cl)(=[O:12])=[O:11])[CH:9]=1)(=O)[CH3:2].[NH3:15].[OH2:16].O1CCC[CH2:18]1>>[C:1]([C:4]1[CH:5]=[C:6]([CH3:18])[C:7]([CH3:14])=[C:8]([S:10]([NH2:15])(=[O:12])=[O:11])[CH:9]=1)(=[O:16])[CH3:2]. Procedure: Thus obtained 5-acetyl-2-methylbenzenesulfonyl chloride was dissolved in 790 g of tetrahydrofuran, then 81 g of ammonia gas was added at a temperature below 10° C. 800 Grams of water was added to this reaction mixture, and tetrahydrofuran was removed by evaporation to crystallized 5-acetyl-2-methylbenzenesulfonamide. The crystals were collected by filtration, and dried to obtain 176.8 g (0.83 M) of 5-acetyl-2-methylmethylbenzenesulfonamide. Melting point: 150.5°-151.5° C. The yield was 95% on th...